Dataset: the Open Reaction Database (ORD), a public repository of structured organic reaction records. Task: describe an organic reaction: reactants, conditions, products, and yield Starting materials: CC(C(=O)O)c1cccc(C(=O)c2ccccc2)c1, ClCCl, CO, [Cl-], O=S(Cl)Cl, c1ccccc1. The product is COC(=O)C(C)c1cccc(C(=O)c2ccccc2)c1. As a reaction SMILES: [C:1]([c:2]1[cH:3][cH:4][cH:5][cH:6][cH:7]1)(=[O:8])[c:9]1[cH:10][c:11]([CH:15]([C:16](=[O:17])[OH:18])[CH3:19])[cH:12][cH:13][cH:14]1.[CH2:33]([Cl:34])[Cl:35].[CH3:25][OH:26].[Cl-:24].[S:20]([Cl:21])([Cl:22])=[O:23].[cH:27]1[cH:28][cH:29][cH:30][cH:31][cH:32]1>>[C:1]([c:2]1[cH:3][cH:4][cH:5][cH:6][cH:7]1)(=[O:8])[c:9]1[cH:10][c:11]([CH:15]([C:16](=[O:17])[O:18][CH3:25])[CH3:19])[cH:12][cH:13][cH:14]1. The reactants are CC(=O)O, O=C([O-])[O-], CN1CCCC1=O, CCOC(C)=O, [Cl-], CCOC(=O)c1c(CC)nc2c(cnn2CC)c1Cl, [K+], [K+], NC1CCOCC1, [Na+], O. Product: CCOC(=O)c1c(CC)nc2c(cnn2CC)c1NC1CCOCC1. As a reaction SMILES: [C:20]([OH:21])(=[O:22])[CH3:23].[C:31](=[O:32])([O-:33])[O-:34].[CH3:39][N:40]1[CH2:41][CH2:42][CH2:43][C:44]1=[O:45].[CH3:46][CH2:47][O:48][C:49](=[O:50])[CH3:51].[Cl-:38].[Cl:1][c:2]1[c:3]2[c:4]([n:5][c:6]([CH2:13][CH3:14])[c:7]1[C:8](=[O:9])[O:10][CH2:11][CH3:12])[n:15]([CH2:18][CH3:19])[n:16][cH:17]2.[K+:35].[K+:36].[NH2:24][CH:25]1[CH2:26][CH2:27][O:28][CH2:29][CH2:30]1.[Na+:37].[OH2:52]>>[c:2]1([NH:24][CH:25]2[CH2:26][CH2:27][O:28][CH2:29][CH2:30]2)[c:3]2[c:4]([n:5][c:6]([CH2:13][CH3:14])[c:7]1[C:8](=[O:9])[O:10][CH2:11][CH3:12])[n:15]([CH2:18][CH3:19])[n:16][cH:17]2. Starting materials: CC(C)(C)OC(=O)N1CCCN(Cc2nc3cccc4c(=O)[nH]nc([nH]2)c34)CC1, ClCCl, O=C(O)C(F)(F)F, O. The product is O=c1[nH]nc2[nH]c(CN3CCCNCC3)nc3cccc1c32. Reaction SMILES: [C:1]([O:2][C:3](=[O:4])[N:8]1[CH2:9][CH2:10][N:11]([CH2:15][c:16]2[n:17][c:18]3[cH:19][cH:20][cH:21][c:22]4[c:23](=[O:29])[nH:24][n:25][c:26]([nH:27]2)[c:28]34)[CH2:12][CH2:13][CH2:14]1)([CH3:5])([CH3:6])[CH3:7].[Cl:38][CH2:39][Cl:40].[F:30][C:31]([F:32])([F:33])[C:34]([OH:35])=[O:36].[OH2:37]>>[NH:8]1[CH2:9][CH2:10][N:11]([CH2:15][c:16]2[n:17][c:18]3[cH:19][cH:20][cH:21][c:22]4[c:23](=[O:29])[nH:24][n:25][c:26]([nH:27]2)[c:28]34)[CH2:12][CH2:13][CH2:14]1. Reactants: CC(C)(C)OC(=O)n1cc(-c2cc(C(=O)O)c3ccccc3n2)c2ccccc21, ClCCl, O=C(O)C(F)(F)F. The product is O=C(O)c1cc(-c2c[nH]c3ccccc23)nc2ccccc12. Reaction SMILES: [C:1]([O:2][C:3]([CH3:4])([CH3:5])[CH3:6])(=[O:7])[n:8]1[cH:9][c:10](-[c:17]2[n:18][c:19]3[cH:20][cH:21][cH:22][cH:23][c:24]3[c:25]([C:27](=[O:28])[OH:29])[cH:26]2)[c:11]2[cH:12][cH:13][cH:14][cH:15][c:16]12.[Cl:37][CH2:38][Cl:39].[F:30][C:31]([F:32])([F:33])[C:34]([OH:35])=[O:36]>>[nH:8]1[cH:9][c:10](-[c:17]2[n:18][c:19]3[cH:20][cH:21][cH:22][cH:23][c:24]3[c:25]([C:27](=[O:28])[OH:29])[cH:26]2)[c:11]2[cH:12][cH:13][cH:14][cH:15][c:16]12. The reactants are CC(C)(C)OC(=O)N1CC2CCC(C1)N2Cc1ccccc1, CO, Cl, [H][H]. The product is Cl, CC(C)(C)OC(=O)N1CC2CCC(C1)N2. Reaction SMILES: [CH2:2]([c:3]1[cH:4][cH:5][cH:6][cH:7][cH:8]1)[N:9]1[CH:10]2[CH2:11][N:12]([C:17](=[O:18])[O:19][C:20]([CH3:21])([CH3:22])[CH3:23])[CH2:13][CH:14]1[CH2:15][CH2:16]2.[CH3:26][OH:27].[ClH:1].[H:24][H:25]>>[ClH:1].[NH:9]1[CH:10]2[CH2:11][N:12]([C:17](=[O:18])[O:19][C:20]([CH3:21])([CH3:22])[CH3:23])[CH2:13][CH:14]1[CH2:15][CH2:16]2. The yield is 54.2%. Reaction SMILES: Cl.[CH2:2]1[C:11]2[C:6](=[CH:7][CH:8]=[CH:9][CH:10]=2)[CH2:5][C@H:4]([C:12]([NH:14][C@H:15]([C:17]2[CH:26]=[CH:25][C:20]([C:21]([O:23][CH3:24])=[O:22])=[CH:19][CH:18]=2)[CH3:16])=[O:13])[NH:3]1.[F:27][C:28]1[CH:37]=[CH:36][C:31]([O:32][CH2:33][CH:34]=O)=[CH:30][CH:29]=1.C(O[BH-](OC(=O)C)OC(=O)C)(=O)C.[Na+]>ClCCCl>[F:27][C:28]1[CH:37]=[CH:36][C:31]([O:32][CH2:33][CH2:34][N:3]2[C@@H:4]([C:12]([NH:14][C@H:15]([C:17]3[CH:18]=[CH:19][C:20]([C:21]([O:23][CH3:24])=[O:22])=[CH:25][CH:26]=3)[CH3:16])=[O:13])[CH2:5][C:6]3[C:11](=[CH:10][CH:9]=[CH:8][CH:7]=3)[CH2:2]2)=[CH:30][CH:29]=1 |f:0.1,3.4|. Solvent: ClCCCl (1,2-dichloroethane). Run at time 8 hour. Starting materials: Cl.C1N[C@H](CC2=CC=CC=C12)C(=O)N[C@@H](C)C1=CC=C(C(=O)OC)C=C1 (methyl 4-[(1S)-1-[[(3R)-1,2,3,4-tetrahydroisoquinoline-3-carbonyl]amino]ethyl]benzoate hydrochloride), FC1=CC=C(OCC=O)C=C1 (2-(4-fluorophenoxy)acetaldehyde), C(C)(=O)O[BH-](OC(C)=O)OC(C)=O.[Na+] (sodium triacetoxyborohydride). Procedure details: To a mixture of methyl 4-[(1S)-1-[[(3R)-1,2,3,4-tetrahydroisoquinoline-3-carbonyl]amino]ethyl]benzoate hydrochloride (800 mg, 2.13 mmol) and 2-(4-fluorophenoxy)acetaldehyde (493 mg, 3.2 mmol) in 1,2-dichloroethane (10.7 mL), add sodium triacetoxyborohydride (633 mg, 2.99 mmol) and stir the mixture at room temperature overnight. Add saturated aqueous NaHCO3 (25 mL), and extract the aqueous layer with ethyl acetate (2×25 mL). Wash the combined organic layers with saturated aqueous NaCl (25 mL), dr... The product is FC1=CC=C(OCCN2CC3=CC=CC=C3C[C@@H]2C(=O)N[C@@H](C)C2=CC=C(C(=O)OC)C=C2)C=C1 (methyl 4-[(1S)-1-[[(3R)-2-(2-(4-fluorophenoxy)ethyl)-3,4-dihydro-1H-isoquinoline-3-carbonyl]amino]ethyl]benzoate). Starting materials: CC(CCCCCCCCC)NC(=O)[C@H]1[C@@H](C1)C1=CC=C(C=C1)N (trans-N-(1-methyldecyl)-2-(4-aminophenyl)cyclopropanecarboxamide), C(C(=C)CC(=O)O)(=O)O (itaconic acid). Product: CC(CCCCCCCCC)NC(=O)[C@H]1[C@@H](C1)C1=CC=C(C=C1)N1C(CC(C1)C(=O)O)=O (Trans-N-[1-Methyldecyl]-2-[4-(4-carboxy-2-oxo-pyrrolidino)phenyl]cyclopropanecarboxamide), material. The yield is 21.0%. Reaction SMILES: [CH3:1][CH:2]([NH:12][C:13]([C@@H:15]1[CH2:17][C@H:16]1[C:18]1[CH:23]=[CH:22][C:21]([NH2:24])=[CH:20][CH:19]=1)=[O:14])[CH2:3][CH2:4][CH2:5][CH2:6][CH2:7][CH2:8][CH2:9][CH2:10][CH3:11].[C:25]([OH:33])(=[O:32])[C:26]([CH2:28][C:29](O)=[O:30])=[CH2:27]>>[CH3:1][CH:2]([NH:12][C:13]([C@@H:15]1[CH2:17][C@H:16]1[C:18]1[CH:23]=[CH:22][C:21]([N:24]2[CH2:27][CH:26]([C:25]([OH:33])=[O:32])[CH2:28][C:29]2=[O:30])=[CH:20][CH:19]=1)=[O:14])[CH2:3][CH2:4][CH2:5][CH2:6][CH2:7][CH2:8][CH2:9][CH2:10][CH3:11]. Procedure: The title compound was prepared from trans-N-(1-methyldecyl)-2-(4-aminophenyl)cyclopropanecarboxamide and itaconic acid, substantially according to the procedure of Example 10. It was recrystallized from acetic acid to give a 21% yield of material having a melting point of 226°-228° C. The infrared spectrum (KBr disc) showed absorptions at 3280, 2900, 1695 and 1625 cm-1.